Dataset: the Open Reaction Database (ORD), a public repository of structured organic reaction records. Task: describe an organic reaction: reactants, conditions, products, and yield The reactants are C1(=CC=CC=C1)C1(CCNCC1)O (4-phenyl-4-hydroxypiperidine), [Cl-].[Al+3].[Cl-].[Cl-] (aluminum chloride). The solvent is C1=CC=CC=C1 (benzene). Product: Cl.C1(=CC=CC=C1)C1(CCNCC1)C1=CC=CC=C1 (4,4-diphenylpiperidine hydrochloride). As a reaction SMILES: [C:1]1([C:7]2(O)[CH2:12][CH2:11][NH:10][CH2:9][CH2:8]2)[CH:6]=[CH:5][CH:4]=[CH:3][CH:2]=1.[Cl-:14].[Al+3].[Cl-].[Cl-]>C1C=CC=CC=1>[ClH:14].[C:1]1([C:7]2([C:1]3[CH:6]=[CH:5][CH:4]=[CH:3][CH:2]=3)[CH2:12][CH2:11][NH:10][CH2:9][CH2:8]2)[CH:6]=[CH:5][CH:4]=[CH:3][CH:2]=1 |f:1.2.3.4,6.7|. Procedure: When proceeding as described in Example 1, but replacing 1-methyl-4-hydroxy-4-phenylpiperidine (used as starting material in said example) by 4-phenyl-4-hydroxypiperidine and reacting 17.8 g. thereof with benzene in the presence of aluminum chloride, 12.0 g. of 4,4-diphenylpiperidine hydrochloride are obtained. Said hydrochloride melts at 300° C. (with decomposition) after recrystallization from a mixture of ethanol and isopropanol. The 4,4-diphenylpiperidine base melts at 70° to 72° C. The reactants are Oc1cncc(Cl)c1, [K+], [K+], N#Cc1cc([N+](=O)[O-])cc([N+](=O)[O-])c1, O=C([O-])[O-], CN(C)C=O. The product is N#Cc1cc(Oc2cncc(Cl)c2)cc([N+](=O)[O-])c1. RXN SMILES: [Cl:15][c:16]1[cH:17][c:18]([OH:22])[cH:19][n:20][cH:21]1.[K+:23].[K+:24].[N+:1]([O-:2])(=[O:3])[c:4]1[cH:5][c:6]([C:7]#[N:8])[cH:9][c:10]([N+:12](=[O:13])[O-:14])[cH:11]1.[O-:25][C:26]([O-:27])=[O:28].[O:29]=[CH:30][N:31]([CH3:32])[CH3:33]>>[c:4]1([O:22][c:18]2[cH:17][c:16]([Cl:15])[cH:21][n:20][cH:19]2)[cH:5][c:6]([C:7]#[N:8])[cH:9][c:10]([N+:12](=[O:13])[O-:14])[cH:11]1. Starting materials: C1=CNCC=2C=CC=C3C4=C(N1C23)CCC4 (3,4,9,10-tetrahydro-8H-cyclopenta[b][1,4]diazepino[6,7,1-hi]indole), B.C1CCOC1 (BH3.THF). The solvent is C(=O)(C(F)(F)F)O (TFA). Run at time 4 hour. Product: C1CNCC=2C=CC=C3C4C(N1C23)CCC4 (1,2,3,4,8,9,10,10a-Octahydro-7bH-Cyclopenta[b][1,4]-Diazepino[6,7,1-hi]Indole). Yield: 57.9%. RXN SMILES: [CH:1]1[N:12]2[C:13]3[C:9]([C:10]4[CH2:16][CH2:15][CH2:14][C:11]=42)=[CH:8][CH:7]=[CH:6][C:5]=3[CH2:4][NH:3][CH:2]=1.B.C1COCC1>C(O)(C(F)(F)F)=O>[CH2:1]1[N:12]2[C:13]3[C:9]([CH:10]4[CH2:16][CH2:15][CH2:14][CH:11]42)=[CH:8][CH:7]=[CH:6][C:5]=3[CH2:4][NH:3][CH2:2]1 |f:1.2|. Procedure: To a solution of 3,4,9,10-tetrahydro-8H-cyclopenta[b][1,4]diazepino[6,7,1-hi]indole (61 mg, 0.29 mmol) in TFA (2 mL) being cooled in an ice-bath, BH3.THF (0.7 mL, 0.7 mmol, 1 M THF) was added slowly under Ar. After 4 h, the reaction mixture was concentrated in vacuo then CHCl3 (3 mL) and 1 N HCl (3 mL) were added. The mixture was stirred for 1 h before separating the two layers. The aqueous layer was basified to pH 13-14 with 5 N NaOH then extracted with CHCl3 (3×3 mL). The combined organic laye...